This data is from the Open Reaction Database (ORD), a public repository of structured organic reaction records. The task is: describe an organic reaction: reactants, conditions, products, and yield The reactants are C([O-])([O-])=O.[Na+].[Na+] (sodium carbonate), (1,1′-bis-diphenylphosphino)-ferrocene, CC1(OB(OC1(C)C)C=1C=C2CC[C@@H](C2=CC1)NC(=O)C1(CC1)NC(C(F)(F)F)=O)C (1-(2,2,2-Trifluoro-acetylamino)-cyclopropanecarboxylic acid[(S)-5-(4,4,5,5-tetramethyl-[1,3,2]dioxaborolan-2-yl)-indan-1-yl]-amide), BrC1=C(C(=CC(=C1)Cl)F)C1=NOC(=N1)C (3-(2-bromo-4-chloro-6-fluoro-phenyl)-5-methyl-[1,2,4]oxadiazole). Reagents/catalysts: [Pd](Cl)Cl (palladium-(II)dichloride). Run in O (H2O), O (water), CS(=O)C (DMSO). Run at temperature 80 celsius. The product is ClC=1C=C(C(=C(C1)C=1C=C2CC[C@@H](C2=CC1)NC(=O)C1(CC1)NC(C(F)(F)F)=O)C1=NOC(=N1)C)F (1-(2,2,2-Trifluoro-acetylamino)-cyclopropanecarboxylic acid{(S)-5-[5-chloro-3-fluoro-2-(5-methyl-[1,2,4]oxadiazol-3-yl)-phenyl]-indan-1-yl}-amide). Yield: 54.3%. As a reaction SMILES: CC1(C)C(C)(C)OB([C:9]2[CH:10]=[C:11]3[C:15](=[CH:16][CH:17]=2)[C@@H:14]([NH:18][C:19]([C:21]2([NH:24][C:25](=[O:30])[C:26]([F:29])([F:28])[F:27])[CH2:23][CH2:22]2)=[O:20])[CH2:13][CH2:12]3)O1.Br[C:33]1[CH:38]=[C:37]([Cl:39])[CH:36]=[C:35]([F:40])[C:34]=1[C:41]1[N:45]=[C:44]([CH3:46])[O:43][N:42]=1.C(=O)([O-])[O-].[Na+].[Na+]>CS(C)=O.O.[Pd](Cl)Cl>[Cl:39][C:37]1[CH:36]=[C:35]([F:40])[C:34]([C:41]2[N:45]=[C:44]([CH3:46])[O:43][N:42]=2)=[C:33]([C:9]2[CH:10]=[C:11]3[C:15](=[CH:16][CH:17]=2)[C@@H:14]([NH:18][C:19]([C:21]2([NH:24][C:25](=[O:30])[C:26]([F:28])([F:29])[F:27])[CH2:23][CH2:22]2)=[O:20])[CH2:13][CH2:12]3)[CH:38]=1 |f:2.3.4|. Reported procedure: 1-(2,2,2-Trifluoro-acetylamino)-cyclopropanecarboxylic acid[(S)-5-(4,4,5,5-tetramethyl-[1,3,2]dioxaborolan-2-yl)-indan-1-yl]-amide (intermediate A-2) (0.145 g, 331 μmol) and 3-(2-bromo-4-chloro-6-fluoro-phenyl)-5-methyl-[1,2,4]oxadiazole (intermediate B-2) (106 mg, 364 μmol) were dissolved in DMSO (5.00 ml), then sodium carbonate (87.7 mg, 827 μmol), dissolved in water (0.63 ml) was added, followed by (1,1′-bis-diphenylphosphino)-ferrocene)palladium-(II)dichloride (1:1 complex with CH2Cl2) (12.1... Procedure: 2-fluoro-6-(thiophen-3-yl)benzaldehyde was prepared using the boronic acid coupling procedure with 2-bromo-6-fluorobenzaldehyde and thiophen-3-ylboronic acid (66 mg, 102 mg theoretical, 64.7%). LC-MS m/z 207 (M+1). Starting materials: B(O)O (boronic acid), BrC1=C(C=O)C(=CC=C1)F (2-bromo-6-fluorobenzaldehyde), S1C=C(C=C1)B(O)O (thiophen-3-ylboronic acid). Reaction SMILES: B(O)O.Br[C:5]1[CH:12]=[CH:11][CH:10]=[C:9]([F:13])[C:6]=1[CH:7]=[O:8].[S:14]1[CH:18]=[CH:17][C:16](B(O)O)=[CH:15]1>>[F:13][C:9]1[CH:10]=[CH:11][CH:12]=[C:5]([C:16]2[CH:17]=[CH:18][S:14][CH:15]=2)[C:6]=1[CH:7]=[O:8]. The product is FC1=C(C=O)C(=CC=C1)C1=CSC=C1 (2-fluoro-6-(thiophen-3-yl)benzaldehyde). Reactants: FC1(C(=O)OC(CC1)=O)F (2,2-difluoroglutaric anhydride), CO (methanol). Conditions: time 18 hour. The product is COC(C(CCC(=O)O)(F)F)=O (2,2-difluoroglutaric 1-methyl ester). RXN SMILES: [F:1][C:2]1([F:10])[CH2:8][CH2:7][C:6](=[O:9])[O:5][C:3]1=[O:4].[CH3:11][OH:12]>>[CH3:11][O:12][C:3](=[O:4])[C:2]([F:10])([F:1])[CH2:8][CH2:7][C:6]([OH:9])=[O:5]. Procedure details: A solution of 3 g of 2,2-difluoroglutaric anhydride in 25 ml of dry methanol is allowed to remain at 25° for 18 hrs. At the end of this period the methanol is removed in vacuo leaving behind 2,2-difluoroglutaric 1-methyl ester as an oil. The reactants are CC(C)(C)OC(=O)N1CCC(N)(C#N)CC1, CC(C)(C)OC(=O)N1CCC(N)(CN)CC1, CC(c1ccccc1)N1CCC(N)(C#N)CC1. Product: CC(c1ccccc1)N1CCC(N)(CN)CC1. As a reaction SMILES: [C:17]([O:18][C:19]([N:20]1[CH2:21][CH2:22][C:23]([NH2:24])([C:25]#[N:26])[CH2:27][CH2:28]1)=[O:29])([CH3:30])([CH3:31])[CH3:32].[C:1]([O:2][C:3]([N:4]1[CH2:5][CH2:6][C:7]([NH2:8])([CH2:9][NH2:10])[CH2:11][CH2:12]1)=[O:13])([CH3:14])([CH3:15])[CH3:16].[NH2:33][C:34]1([C:48]#[N:49])[CH2:35][CH2:36][N:37]([CH:40]([CH3:41])[c:42]2[cH:43][cH:44][cH:45][cH:46][cH:47]2)[CH2:38][CH2:39]1>>[NH2:33][C:34]1([CH2:48][NH2:49])[CH2:35][CH2:36][N:37]([CH:40]([CH3:41])[c:42]2[cH:43][cH:44][cH:45][cH:46][cH:47]2)[CH2:38][CH2:39]1. Reported procedure: Hydrogen chloride in dioxane (1M, 1 ml) was added to a solution of, 1-(Benzooxazole-2-carbonyl)-propyl]-carbamic acid tert-butyl ester (2a) in dry methylene chloride (3 ml) and stirred at room temperature for 4 hrs. Concentration under reduced pressure gave the title compound as white solid (65 mg); 1H NMR (CDCl3) δ 0.99 (t, J=7.5 Hz, 3H), 2.20–2.05 (m, 2H), 4.96 (m, 1H), 7.58 (t, J=7.4 Hz, 1H), 7.69 (t, J=7.4 Hz, 1H), 7.94 (d, J=8.2 Hz, 1H), 8.04 (d, J=8.2 Hz, 1H), 8.75 (m, 3H); MS: 207(MH+). Reaction conditions: time 4 hour. The reactants are Cl (Hydrogen chloride), C(C)(C)(C)OC(NC(CC)C(=O)C=1OC2=C(N1)C=CC=C2)=O ([1-(Benzooxazole-2-carbonyl)-propyl]-carbamic acid tert-butyl ester). Solvent: O1CCOCC1 (dioxane), C(Cl)Cl (methylene chloride). Reaction SMILES: [ClH:1].C(OC(=O)[NH:8][CH:9]([C:12]([C:14]1[O:15][C:16]2[CH:22]=[CH:21][CH:20]=[CH:19][C:17]=2[N:18]=1)=[O:13])[CH2:10][CH3:11])(C)(C)C>O1CCOCC1.C(Cl)Cl>[ClH:1].[NH2:8][CH:9]([CH2:10][CH3:11])[C:12]([C:14]1[O:15][C:16]2[CH:22]=[CH:21][CH:20]=[CH:19][C:17]=2[N:18]=1)=[O:13] |f:4.5|. The product is Cl.NC(C(=O)C=1OC2=C(N1)C=CC=C2)CC (2-Amino-1-benzooxazol-2-yl-butan-1-one hydrochloride). The product is CN1C(=NC(=C(C1=O)[N+](=O)[O-])C1=CC=NC=C1)C1CCN(CC1)C (3-Methyl-2-(1-methyl-piperidin-4-yl)-5-nitro-6-pyridin-4-yl-3H-pyrimidin-4-one). Reaction conditions: time 30 minute. Reported procedure: To a solution of 3-methyl-2-(1-methyl-piperidin-4-yl)-6-pyridin-4-yl-3H-pyrimidin-4-one (0.64 mmol) in acetonitrile (2.5 mL) at 0° C. was added 2.5 mL 0.5M solution of nitronium tetrafluoroborate. After 30 min, the reaction product was isolated and purified on silica. M+1=329. Starting materials: CN1C(=NC(=CC1=O)C1=CC=NC=C1)C1CCN(CC1)C (3-methyl-2-(1-methyl-piperidin-4-yl)-6-pyridin-4-yl-3H-pyrimidin-4-one), solution, F[B-](F)(F)F.O=[N+]=O (nitronium tetrafluoroborate). RXN SMILES: [CH3:1][N:2]1[C:7](=[O:8])[CH:6]=[C:5]([C:9]2[CH:14]=[CH:13][N:12]=[CH:11][CH:10]=2)[N:4]=[C:3]1[CH:15]1[CH2:20][CH2:19][N:18]([CH3:21])[CH2:17][CH2:16]1.F[B-](F)(F)F.[O:27]=[N+:28]=[O:29]>C(#N)C>[CH3:1][N:2]1[C:7](=[O:8])[C:6]([N+:28]([O-:29])=[O:27])=[C:5]([C:9]2[CH:14]=[CH:13][N:12]=[CH:11][CH:10]=2)[N:4]=[C:3]1[CH:15]1[CH2:20][CH2:19][N:18]([CH3:21])[CH2:17][CH2:16]1 |f:1.2|. The solvent is C(C)#N (acetonitrile).